Dataset: the Open Reaction Database (ORD), a public repository of structured organic reaction records. Task: describe an organic reaction: reactants, conditions, products, and yield Starting materials: COC1=CC=C(C=C1)N(C(C(C)=O)=O)C1=CC=C(C=C1)OC (N,N-bis(4-methoxyphenyl)-2-oxopropanamide), COC1=CC=C(C=C1)[Mg]Br (4-Methoxyphenylmagnesium bromide). Solvent: C(=O)=O.CC(=O)C (dry ice acetone), C1CCOC1 (THF). Reaction conditions: temperature -78 celsius, time 1 hour. Yields the product OC(C(=O)N(C1=CC=C(C=C1)OC)C1=CC=C(C=C1)OC)(C)C1=CC=C(C=C1)OC (2-hydroxy-N,N,2-tris(4-methoxyphenyl)propanamide). Isolated yield 84.7%. RXN SMILES: [CH3:1][O:2][C:3]1[CH:8]=[CH:7][C:6]([N:9]([C:15]2[CH:20]=[CH:19][C:18]([O:21][CH3:22])=[CH:17][CH:16]=2)[C:10](=[O:14])[C:11](=[O:13])[CH3:12])=[CH:5][CH:4]=1.[CH3:23][O:24][C:25]1[CH:30]=[CH:29][C:28]([Mg]Br)=[CH:27][CH:26]=1>C1COCC1.C(=O)=O.CC(C)=O>[OH:13][C:11]([C:28]1[CH:29]=[CH:30][C:25]([O:24][CH3:23])=[CH:26][CH:27]=1)([CH3:12])[C:10]([N:9]([C:15]1[CH:16]=[CH:17][C:18]([O:21][CH3:22])=[CH:19][CH:20]=1)[C:6]1[CH:7]=[CH:8][C:3]([O:2][CH3:1])=[CH:4][CH:5]=1)=[O:14] |f:3.4|. Procedure details: N,N-bis(4-methoxyphenyl)-2-oxopropanamide (0.53 g, 1.77 mmol) was placed in a 250 mL three-necked round-bottomed flask fitted with a stiffing bar, a rubber stopper and a nitrogen inlet, and dissolved in 30 mL anhydrous THF. The solution was cooled to −78° C. in dry ice-acetone bath. 4-Methoxyphenylmagnesium bromide solution (3.89 mL of 0.5 M THF solution, 7.25 mmol) was added dropwise with stiffing at −78° C. under nitrogen atmosphere. The resulted solution was stirred at −78° C. for one hour an... The reactants are Cl.C(C)(=O)O[C@@H]1[C@@H](SC2=C(N(C1=O)CCN(C)C)C=CC=C2)C2=CC=C(C=C2)OC (cis-(+)-3-acetoxy-2,3-dihydro-5-[2-(dimethylamino)ethyl]-2-(4-methoxyphenyl)-1,5-benzothiazepine-4(5H)-one hydrochloride), [OH-].[K+] (potassium hydroxide). Run in C(C)O (ethanol). Reaction conditions: time 90 minute. Product: CN(CCN1C([C@@H]([C@@H](SC2=C1C=CC=C2)C2=CC=C(C=C2)OC)O)=O)C (cis-(+)-2,3-dihydro-5-[2-(dimethylamino)ethyl]-3-hydroxy-2-(4-methoxyphenyl)-1,5-benzothiazepine-4(5H)-one). As a reaction SMILES: Cl.C([O:5][C@H:6]1[C:12](=[O:13])[N:11]([CH2:14][CH2:15][N:16]([CH3:18])[CH3:17])[C:10]2[CH:19]=[CH:20][CH:21]=[CH:22][C:9]=2[S:8][C@H:7]1[C:23]1[CH:28]=[CH:27][C:26]([O:29][CH3:30])=[CH:25][CH:24]=1)(=O)C.[OH-].[K+]>C(O)C>[CH3:18][N:16]([CH3:17])[CH2:15][CH2:14][N:11]1[C:10]2[CH:19]=[CH:20][CH:21]=[CH:22][C:9]=2[S:8][C@@H:7]([C:23]2[CH:24]=[CH:25][C:26]([O:29][CH3:30])=[CH:27][CH:28]=2)[C@@H:6]([OH:5])[C:12]1=[O:13] |f:0.1,2.3|. Procedure details: 30 Grams (0.0665 mole) of cis-(+)-3-acetoxy-2,3-dihydro-5-[2-(dimethylamino)ethyl]-2-(4-methoxyphenyl)-1,5-benzothiazepine-4(5H)-one hydrochloride were added to a solution of 7.5 g (0.1337 mole) of potassium hydroxide in 450 ml of ethanol. The resulting mixture was kept at room temperature for 90 minutes, then the solvent was evaporated off in vacuo, the residue was taken up with water and subsequently extracted with CHCl3. The organic phase wase washed with water, in order to remove the excess ... Starting materials: C(=NC1CCCCC1)=NC1CCCCC1, ClCCl, CCCCCc1ccc(-c2cc(F)c(C(=O)O)cc2F)cc1, Oc1ccc(-c2ccccc2F)cc1F. Reaction SMILES: [CH2:38]1[CH2:39][CH2:40][CH:41]([N:42]=[C:43]=[N:44][CH:45]2[CH2:46][CH2:47][CH2:48][CH2:49][CH2:50]2)[CH2:51][CH2:52]1.[Cl:53][CH2:54][Cl:55].[F:1][c:2]1[c:3]([C:4](=[O:5])[OH:6])[cH:7][c:8]([F:22])[c:9](-[c:11]2[cH:12][cH:13][c:14]([CH2:17][CH2:18][CH2:19][CH2:20][CH3:21])[cH:15][cH:16]2)[cH:10]1.[F:23][c:24]1[c:25]([OH:37])[cH:26][cH:27][c:28](-[c:30]2[c:31]([F:36])[cH:32][cH:33][cH:34][cH:35]2)[cH:29]1>>[F:1][c:2]1[c:3]([C:4](=[O:5])[O:6][c:25]2[c:24]([F:23])[cH:29][c:28](-[c:30]3[c:31]([F:36])[cH:32][cH:33][cH:34][cH:35]3)[cH:27][cH:26]2)[cH:7][c:8]([F:22])[c:9](-[c:11]2[cH:12][cH:13][c:14]([CH2:17][CH2:18][CH2:19][CH2:20][CH3:21])[cH:15][cH:16]2)[cH:10]1. The product is CCCCCc1ccc(-c2cc(F)c(C(=O)Oc3ccc(-c4ccccc4F)cc3F)cc2F)cc1. The reactants are C1CCOC1, COC(=O)c1ccc(Br)c(C)c1, [Na+], [OH-]. Yields the product Cc1cc(C(=O)O)ccc1Br. Reaction SMILES: [CH2:15]1[O:16][CH2:17][CH2:18][CH2:19]1.[CH3:1][O:2][C:3]([c:4]1[cH:5][c:6]([CH3:11])[c:7]([Br:10])[cH:8][cH:9]1)=[O:12].[Na+:14].[OH-:13]>>[O:2]=[C:3]([c:4]1[cH:5][c:6]([CH3:11])[c:7]([Br:10])[cH:8][cH:9]1)[OH:12].